Dataset: the Open Reaction Database (ORD), a public repository of structured organic reaction records. Task: describe an organic reaction: reactants, conditions, products, and yield The reactants are N#Cc1cc([N+](=O)[O-])c(N)cc1F, CCN1CCC(O)C1, CCN(C(C)C)C(C)C. Product: CCN1CCC(Oc2cc(N)c([N+](=O)[O-])cc2C#N)C1. RXN SMILES: [C:1](#[N:2])[c:3]1[c:4]([F:13])[cH:5][c:6]([NH2:7])[c:8]([N+:10](=[O:11])[O-:12])[cH:9]1.[CH2:14]([CH3:15])[N:16]1[CH2:17][CH:18]([OH:21])[CH2:19][CH2:20]1.[CH:22]([N:23]([CH:24]([CH3:25])[CH3:26])[CH2:27][CH3:28])([CH3:29])[CH3:30]>>[C:1](#[N:2])[c:3]1[c:4]([O:21][CH:18]2[CH2:17][N:16]([CH2:14][CH3:15])[CH2:20][CH2:19]2)[cH:5][c:6]([NH2:7])[c:8]([N+:10](=[O:11])[O-:12])[cH:9]1. Starting materials: N1=C(C=CC=C1)C (α-picoline), C(CCC)[Li] (n-butyl lithium), ice water, O(C1=CC=CC=C1)C1=CC=C(OCCBr)C=C1 (2-(4-phenoxyphenoxy)ethyl bromide). Reaction SMILES: [N:1]1[CH:6]=[CH:5][CH:4]=[CH:3][C:2]=1[CH3:7].C([Li])CCC.[O:13]([C:20]1[CH:29]=[CH:28][C:23]([O:24][CH2:25][CH2:26]Br)=[CH:22][CH:21]=1)[C:14]1[CH:19]=[CH:18][CH:17]=[CH:16][CH:15]=1>O1CCCC1>[O:13]([C:20]1[CH:21]=[CH:22][C:23]([O:24][CH2:25][CH2:26][CH2:7][C:2]2[CH:3]=[CH:4][CH:5]=[CH:6][N:1]=2)=[CH:28][CH:29]=1)[C:14]1[CH:15]=[CH:16][CH:17]=[CH:18][CH:19]=1. Procedure: To a solution of α-picoline (1.0 g, 11 mmol) in dry tetrahydrofuran (20 ml), n-butyl lithium (8 ml, 11 mmol; 1.4 mmol/ml) was added at -50° C. under nitrogen stream until the reaction mixture turned red. After stirring at -50° C. for 30 minutes, 2-(4-phenoxyphenoxy)ethyl bromide (3.0 g, 10 mmol) was dropwise added thereto at -50° C., and stirring was continued at the same temperature for 2 hours and at 20° C. for 12 hours. The reaction mixture was poured into ice-water and extracted with ethyl a... Run in O1CCCC1 (tetrahydrofuran). Yield: 52.4%. Yields the product O(C1=CC=CC=C1)C1=CC=C(OCCCC2=NC=CC=C2)C=C1 (2-[3-(4-phenoxyphenoxy)propyl]pyridine). Run at temperature -50 celsius, time 30 minute. Starting materials: Oc1ccc(OCc2ccccc2)cc1, CCCCCCC(C)Oc1ccc(C(=O)O)cc1, C(=NC1CCCCC1)=NC1CCCCC1, ClCCl. Reaction SMILES: [CH2:19]([c:20]1[cH:21][cH:22][cH:23][cH:24][cH:25]1)[O:26][c:27]1[cH:28][cH:29][c:30]([OH:33])[cH:31][cH:32]1.[CH3:1][CH:2]([CH2:3][CH2:4][CH2:5][CH2:6][CH2:7][CH3:8])[O:9][c:10]1[cH:11][cH:12][c:13]([C:14](=[O:15])[OH:16])[cH:17][cH:18]1.[CH:34]1([N:35]=[C:36]=[N:37][CH:38]2[CH2:39][CH2:40][CH2:41][CH2:42][CH2:43]2)[CH2:44][CH2:45][CH2:46][CH2:47][CH2:48]1.[Cl:49][CH2:50][Cl:51]>>[CH3:1][CH:2]([CH2:3][CH2:4][CH2:5][CH2:6][CH2:7][CH3:8])[O:9][c:10]1[cH:11][cH:12][c:13]([C:14](=[O:15])[O:16][c:30]2[cH:29][cH:28][c:27]([O:26][CH2:19][c:20]3[cH:21][cH:22][cH:23][cH:24][cH:25]3)[cH:32][cH:31]2)[cH:17][cH:18]1. The product is CCCCCCC(C)Oc1ccc(C(=O)Oc2ccc(OCc3ccccc3)cc2)cc1. Reactants: Cl, [N-]=[N+]=NCC1Cc2cccc(-c3cccc(C(F)(F)F)c3)c2O1. Product: NCC1Cc2cccc(-c3cccc(C(F)(F)F)c3)c2O1. RXN SMILES: [ClH:24].[N:1](=[N+:2]=[N-:3])[CH2:4][CH:5]1[O:6][c:7]2[c:8]([cH:10][cH:11][cH:12][c:13]2-[c:14]2[cH:15][c:16]([C:20]([F:21])([F:22])[F:23])[cH:17][cH:18][cH:19]2)[CH2:9]1>>[NH2:1][CH2:4][CH:5]1[O:6][c:7]2[c:8]([cH:10][cH:11][cH:12][c:13]2-[c:14]2[cH:15][c:16]([C:20]([F:21])([F:22])[F:23])[cH:17][cH:18][cH:19]2)[CH2:9]1. Starting materials: 244, ClCC(CCl)OC(C1=CC=CC=C1)C1=CC=CC=C1 (1,3-dichloro-2-diphenylmethoxypropane), steel, CN (methylamine). The product is C1(=CC=CC=C1)C(OC1CN(C1)C)C1=CC=CC=C1 (3-Diphenylmethoxy-1-methylazetidine). As a reaction SMILES: Cl[CH2:2][CH:3]([O:6][CH:7]([C:14]1[CH:19]=[CH:18][CH:17]=[CH:16][CH:15]=1)[C:8]1[CH:13]=[CH:12][CH:11]=[CH:10][CH:9]=1)[CH2:4]Cl.[CH3:20][NH2:21]>>[C:8]1([CH:7]([C:14]2[CH:19]=[CH:18][CH:17]=[CH:16][CH:15]=2)[O:6][CH:3]2[CH2:4][N:21]([CH3:20])[CH2:2]2)[CH:13]=[CH:12][CH:11]=[CH:10][CH:9]=1. Reported procedure: A solution of 244. g (0.83 mole) of 1,3-dichloro-2-diphenylmethoxypropane in 300 ml of methylamine was heated in a steel bomb to 100° for 18 hours. The mixture was concentrated, and the residue partitioned between chloroform and dilute hydrochloric acid. The acid solution was washed twice with chloroform, and the chloroform solutions combined. The chloroform was extracted with dilute sodium hydroxide, dried with sodium sulfate, and concentrated. The residue was distilled (b.p. 125°-130°/0.1 mm) ... Reactants: resultant mixture, P(=O)(Cl)(Cl)Cl (Phosphorus oxychloride), NC=1C=C(C=NC1Cl)C1=C(N=C(S1)NC(C)=O)C (N-[5-(5-amino-6-chloropyridin-3-yl)-4-methyl-1,3-thiazol-2-yl]acetamide), CC=1SC(=C(N1)C)C(=O)O (2,4-dimethylthiazole-5-carboxylic acid). Run in C(C)#N (acetonitrile). Yields the product C(C)(=O)NC=1SC(=CN1)C=1C=C(C(=NC1)Cl)NC(=O)C1=C(N=C(S1)C)C (N-[5-(2-Acetylamino-1,3-thiazol-5-yl)-2-chloropyridin-3-yl]-2,4-dimethyl-1,3-thiazole-5-carboxamide). Yield: 66.2%. As a reaction SMILES: P(Cl)(Cl)(Cl)=O.[NH2:6][C:7]1[CH:8]=[C:9]([C:14]2[S:18][C:17]([NH:19][C:20](=[O:22])[CH3:21])=[N:16][C:15]=2C)[CH:10]=[N:11][C:12]=1[Cl:13].[CH3:24][C:25]1[S:26][C:27]([C:31](O)=[O:32])=[C:28]([CH3:30])[N:29]=1>C(#N)C>[C:20]([NH:19][C:17]1[S:18][C:14]([C:9]2[CH:8]=[C:7]([NH:6][C:31]([C:27]3[S:26][C:25]([CH3:24])=[N:29][C:28]=3[CH3:30])=[O:32])[C:12]([Cl:13])=[N:11][CH:10]=2)=[CH:15][N:16]=1)(=[O:22])[CH3:21]. Procedure: Phosphorus oxychloride (296 mg) was added to a stirred mixture of N-[5-(5-amino-6-chloropyridin-3-yl)-4-methyl-1,3-thiazol-2-yl]acetamide (180 mg), 2,4-dimethylthiazole-5-carboxylic acid (J. Med. Chem., 1999, 42, 5064; 109 mg) and acetonitrile (10 mL) that had been heated to reflux. The resultant mixture was stirred and heated to reflux for 1 hour. The mixture was cooled to room temperature and the precipitate was collected by filtration, washed with acetonitrile and dried under vacuum. There wa...